This data is from the Open Reaction Database (ORD), a public repository of structured organic reaction records. The task is: describe an organic reaction: reactants, conditions, products, and yield The reactants are COC(=O)C1CC(N(C2=C(C1=O)C=CC(=C2)Cl)CCCC)=O (8-chloro-1-n-butyl-2,3,4,5-tetrahydro-1-benzazepine-2,5-dione-4-carboxylic acid methyl ester), NC=1SC=CN1 (2-aminothiazole). The solvent is C1(=CC=CC=C1)C (toluene). Product: ClC1=CC2=C(C(C(CC(N2CCCC)=O)C(NC=2SC=CN2)=O)=O)C=C1 (8-chloro-1-n-butyl-4-(2-thiazolylcarbamoyl)-2,3,4,5-tetrahydro-1-benzazepine-2,5-dione). As a reaction SMILES: CO[C:3]([CH:5]1[C:11](=[O:12])[C:10]2[CH:13]=[CH:14][C:15]([Cl:17])=[CH:16][C:9]=2[N:8]([CH2:18][CH2:19][CH2:20][CH3:21])[C:7](=[O:22])[CH2:6]1)=[O:4].[NH2:23][C:24]1[S:25][CH:26]=[CH:27][N:28]=1>C1(C)C=CC=CC=1>[Cl:17][C:15]1[CH:14]=[CH:13][C:10]2[C:11](=[O:12])[CH:5]([C:3](=[O:4])[NH:23][C:24]3[S:25][CH:26]=[CH:27][N:28]=3)[CH2:6][C:7](=[O:22])[N:8]([CH2:18][CH2:19][CH2:20][CH3:21])[C:9]=2[CH:16]=1. Procedure details: The mixture of 3.8 g of 8-chloro-1-n-butyl-2,3,4,5-tetrahydro-1-benzazepine-2,5-dione-4-carboxylic acid methyl ester, 1.17 g of 2-aminothiazole and 70 ml of toluene is distilled for 20 hours so that after collecting 25 ml of toluene each, this amount is returned to the reaction mixture. It is finally concentrated to a small volume, the resulting suspension cooled with ice, filtered and the residue recrystallized from chloroform-acetonitrile, to yield the 8-chloro-1-n-butyl-4-(2-thiazolylcarbamoy... The reactants are C(C)OC(C(C(C(=C)C(C)C)O)NC=O)=O (2-formylamino-3-hydroxy-4-isopropyl-4-pentenoic acid ethyl ester), S(=O)(Br)Br (thionyl bromide), P(OC)(OC)OC (trimethyl phosphite). Product: C(C)OC(C(\C=C(\CP(=O)(OC)OC)/C(C)C)NC=O)=O (E-2-formylamino-4-isopropyl-5-dimethylphosphono-3-pentenoic acid ethyl ester). RXN SMILES: [CH2:1]([O:3][C:4](=[O:16])[CH:5]([NH:13][CH:14]=[O:15])[CH:6](O)[C:7]([CH:9]([CH3:11])[CH3:10])=[CH2:8])[CH3:2].S(Br)(Br)=O.[P:21]([O:26]C)([O:24][CH3:25])[O:22][CH3:23]>>[CH2:1]([O:3][C:4](=[O:16])[CH:5]([NH:13][CH:14]=[O:15])/[CH:6]=[C:7](\[CH:9]([CH3:11])[CH3:10])/[CH2:8][P:21]([O:24][CH3:25])([O:22][CH3:23])=[O:26])[CH3:2]. Procedure details: The starting material is manufactured as follows: Reaction of 3-methyl-2-methylene-tutanal with isocyanoacetic acid ethyl ester analogously to Example 1 yields 5-(3-methyl-buten-2-yl)-2-oxazoline-4-carboxylic acid ethyl ester, which is hydrolysed analogously to Example 15 to 2-formylamino-3-hydroxy-4-isopropyl-4-pentenoic acid ethyl ester. Subsequent treatment with thionyl bromide followed by reaction with trimethyl phosphite analogously to Example 1 yields E-2-formylamino-4-isopropyl-5-dimethyl... Starting materials: O=C1SC(C(N1)=O)=CC1=CC=C(C=C1)C1=CC(=CC=C1)NC(=O)NC1=CC=CC=C1 (1-[4′-(2,4-dioxo-thiazolidin-5-ylidenemethyl)biphenyl-3-yl]-3-phenylurea), [H][H] (hydrogen). Reagents/catalysts: [Pd] (palladium-on-charcoal). Run in CO.O1CCOCC1 (methanol dioxane). Run at temperature 50 celsius. Yields the product O=C1SC(C(N1)=O)CC1=CC=C(C=C1)C1=CC(=CC=C1)NC(=O)NC1=CC=CC=C1 (1-[4′-(2,4-Dioxothiazolidin-5-ylmethyl)-biphenyl-3-yl]-3-phenylurea). RXN SMILES: [O:1]=[C:2]1[NH:6][C:5](=[O:7])[C:4](=[CH:8][C:9]2[CH:14]=[CH:13][C:12]([C:15]3[CH:20]=[CH:19][CH:18]=[C:17]([NH:21][C:22]([NH:24][C:25]4[CH:30]=[CH:29][CH:28]=[CH:27][CH:26]=4)=[O:23])[CH:16]=3)=[CH:11][CH:10]=2)[S:3]1.[H][H]>CO.O1CCOCC1.[Pd]>[O:1]=[C:2]1[NH:6][C:5](=[O:7])[CH:4]([CH2:8][C:9]2[CH:10]=[CH:11][C:12]([C:15]3[CH:20]=[CH:19][CH:18]=[C:17]([NH:21][C:22]([NH:24][C:25]4[CH:26]=[CH:27][CH:28]=[CH:29][CH:30]=4)=[O:23])[CH:16]=3)=[CH:13][CH:14]=2)[S:3]1 |f:2.3|. Reported procedure: 460 mg (1.1 mmol) of 1-[4′-(2,4-dioxo-thiazolidin-5-ylidenemethyl)biphenyl-3-yl]-3-phenylurea in 20 ml of a methanol/dioxane mixture (1/1) are placed in a reactor. The reaction medium is degassed and 560 mg (1.2 equivalents by mass) of 10% palladium-on-charcoal are then added. The system is placed under 3 bar of hydrogen and heated at 50° C. for hours. The reaction medium is filtered through Celite and evaporated, and the residue obtained is purified by chromatography on a column of silica with ... Procedure details: A commercial nonene yielded 59% dialkylate when reacted for 10 hours with diphenylamine under the conditions of Example 1. The nonene, after passing in the vapor phase over a 75 cc catalyst bed of F-24 at 650° F. for 5 seconds, was converted to a high reactivity alkene which yielded 71% dinonyl diphenylamine under the reaction conditions of Example 1 after 10 hours reaction time. The product is C(CCCCCCCC)C=1C(=C(C=CC1)NC1=CC=CC=C1)CCCCCCCCC (dinonyl diphenylamine). The reagents and catalysts are catalyst. Yield: 71.0%. Reaction SMILES: [C:1]1([NH:7][C:8]2[CH:13]=[CH:12][CH:11]=[CH:10][CH:9]=2)[CH:6]=[CH:5][CH:4]=[CH:3][CH:2]=1.[CH2:14]=[CH:15][CH2:16][CH2:17][CH2:18][CH2:19][CH2:20][CH2:21][CH3:22]>>[CH2:14]([C:12]1[C:13]([CH2:14][CH2:15][CH2:16][CH2:17][CH2:18][CH2:19][CH2:20][CH2:21][CH3:22])=[C:8]([NH:7][C:1]2[CH:2]=[CH:3][CH:4]=[CH:5][CH:6]=2)[CH:9]=[CH:10][CH:11]=1)[CH2:15][CH2:16][CH2:17][CH2:18][CH2:19][CH2:20][CH2:21][CH3:22]. Starting materials: C1(=CC=CC=C1)NC1=CC=CC=C1 (diphenylamine), C=CCCCCCCC (nonene), alkene. Reactants: CN1CCNC(=O)C1, [Cu]I, Nc1ccc(I)cc1, [K+], [K+], [K+], NC1CCCCC1N, C1COCCO1, O=P([O-])([O-])[O-]. The product is CN1CCN(c2ccc(N)cc2)C(=O)C1. Reaction SMILES: [CH3:1][N:2]1[CH2:3][C:4](=[O:8])[NH:5][CH2:6][CH2:7]1.[Cu:39][I:40].[I:9][c:10]1[cH:11][cH:12][c:13]([NH2:14])[cH:15][cH:16]1.[K+:22].[K+:23].[K+:24].[NH2:25][CH:26]1[CH2:27][CH2:28][CH2:29][CH2:30][CH:31]1[NH2:32].[O:33]1[CH2:34][CH2:35][O:36][CH2:37][CH2:38]1.[P:17]([O-:18])([O-:19])([O-:20])=[O:21]>>[CH3:1][N:2]1[CH2:3][C:4](=[O:8])[N:5]([c:10]2[cH:11][cH:12][c:13]([NH2:14])[cH:15][cH:16]2)[CH2:6][CH2:7]1. The reactants are CCOC(=O)C(CNC(=O)OC(C)(C)C)OS(C)(=O)=O, O=C([O-])[O-], COC(=O)c1n[nH]c(C(=O)OC)c1OCc1ccccc1, CC#N, [Cs+], [Cs+]. The product is CCOC(=O)C(CNC(=O)OC(C)(C)C)n1nc(C(=O)OC)c(OCc2ccccc2)c1C(=O)OC. As a reaction SMILES: [C:22]([CH3:23])([CH3:24])([CH3:25])[O:26][C:27](=[O:28])[NH:29][CH2:30][CH:31]([C:32](=[O:33])[O:34][CH2:35][CH3:36])[O:37][S:38]([CH3:39])(=[O:40])=[O:41].[C:42](=[O:43])([O-:44])[O-:45].[CH2:1]([c:2]1[cH:3][cH:4][cH:5][cH:6][cH:7]1)[O:8][c:9]1[c:10]([C:18](=[O:19])[O:20][CH3:21])[n:11][nH:12][c:13]1[C:14](=[O:15])[O:16][CH3:17].[CH3:48][C:49]#[N:50].[Cs+:46].[Cs+:47]>>[CH2:1]([c:2]1[cH:3][cH:4][cH:5][cH:6][cH:7]1)[O:8][c:9]1[c:10]([C:18](=[O:19])[O:20][CH3:21])[n:11]([CH:31]([CH2:30][NH:29][C:27]([O:26][C:22]([CH3:23])([CH3:24])[CH3:25])=[O:28])[C:32](=[O:33])[O:34][CH2:35][CH3:36])[n:12][c:13]1[C:14](=[O:15])[O:16][CH3:17]. Starting materials: N1C=C(C2=CC=CC=C12)/C=C/C(=O)N(NC(C1=CC=CC=C1)=O)C(C)C ((E)-N′-(3-(1H-indol-3-yl)acryloyl)-N′-isopropylbenzohydrazide), C(=O)([O-])[O-].[K+].[K+] (K2CO3), C(C)(=O)OC(C)=O (acetic anhydride). The reagents and catalysts are CN(C)C=1C=CN=CC1 (DMAP). Run in CN(C)C=O (DMF), CCOC(=O)C (EtOAc). Run at time 24 hour. Yields the product C(C)(=O)N1C=C(C2=CC=CC=C12)/C=C/C(=O)N(NC(C1=CC=CC=C1)=O)C(C)C ((E)-N′-(3-(1-acetyl-1H-indol-3-yl)acryloyl)-N′-isopropylbenzohydrazide). Reaction SMILES: [NH:1]1[C:9]2[C:4](=[CH:5][CH:6]=[CH:7][CH:8]=2)[C:3](/[CH:10]=[CH:11]/[C:12]([N:14]([CH:24]([CH3:26])[CH3:25])[NH:15][C:16](=[O:23])[C:17]2[CH:22]=[CH:21][CH:20]=[CH:19][CH:18]=2)=[O:13])=[CH:2]1.C([O-])([O-])=O.[K+].[K+].[C:33](OC(=O)C)(=[O:35])[CH3:34]>CN(C1C=CN=CC=1)C.CN(C=O)C.CCOC(C)=O>[C:33]([N:1]1[C:9]2[C:4](=[CH:5][CH:6]=[CH:7][CH:8]=2)[C:3](/[CH:10]=[CH:11]/[C:12]([N:14]([CH:24]([CH3:26])[CH3:25])[NH:15][C:16](=[O:23])[C:17]2[CH:18]=[CH:19][CH:20]=[CH:21][CH:22]=2)=[O:13])=[CH:2]1)(=[O:35])[CH3:34] |f:1.2.3|. Reported procedure: To a round bottom flask, (E)-N′-(3-(1H-indol-3-yl)acryloyl)-N′-isopropylbenzohydrazide (27 mg, 0.07 mmol, 1.0 equivalent), K2CO3 (32.2 mg, 0.23 mmol, 3.0 equivalent), DMAP (cat, 0.12 equivalent) were introduced and dissolved in DMF, after which acetic anhydride (0.015 ml, 0.15 mmol, 2.0 equivalent) was introduced. After stirring at room temperature for 24 hr, the reaction mixture was diluted with EtOAc, washed with water and brine, dried with anhydrous MgSO4, filtered, and concentrated under red... Reactants: CC(=O)O[BH-](OC(C)=O)OC(C)=O, O=C([O-])O, CN1CCCC1=O, CC(=O)O, CC(C)c1nc(C(=O)N2CCOC3(CCNCC3)C2)cs1, O=C(O)C(F)(F)F, [Na+], [Na+], O, O=Cc1cccc(SCCO)c1. The product is CC(C)c1nc(C(=O)N2CCOC3(CCN(Cc4cccc(SCCO)c4)CC3)C2)cs1. Reaction SMILES: [C:41]([O:42][BH-:43]([O:44][C:45](=[O:46])[CH3:47])[O:48][C:49](=[O:50])[CH3:51])(=[O:52])[CH3:53].[C:55](=[O:56])([OH:57])[O-:58].[CH3:60][N:61]1[CH2:62][CH2:63][CH2:64][C:65]1=[O:66].[CH3:68][C:69](=[O:70])[OH:71].[CH:20]([CH3:21])([CH3:22])[c:23]1[s:24][cH:25][c:26]([C:28](=[O:29])[N:30]2[CH2:31][CH2:32][O:33][C:34]3([CH2:35]2)[CH2:36][CH2:37][NH:38][CH2:39][CH2:40]3)[n:27]1.[F:13][C:14]([F:15])([F:16])[C:17]([OH:18])=[O:19].[Na+:54].[Na+:59].[OH2:67].[OH:1][CH2:2][CH2:3][S:4][c:5]1[cH:6][c:7]([CH:8]=[O:9])[cH:10][cH:11][cH:12]1>>[OH:1][CH2:2][CH2:3][S:4][c:5]1[cH:6][c:7]([CH2:8][N:38]2[CH2:37][CH2:36][C:34]3([O:33][CH2:32][CH2:31][N:30]([C:28]([c:26]4[cH:25][s:24][c:23]([CH:20]([CH3:21])[CH3:22])[n:27]4)=[O:29])[CH2:35]3)[CH2:40][CH2:39]2)[cH:10][cH:11][cH:12]1. The reactants are CCOC(=O)CBr, C1CCOC1, CNC(=O)c1ccc2cc(C(=O)c3cn(C(c4ccccc4)(c4ccccc4)c4ccccc4)cn3)ccc2c1, CCOC(C)=O, C[Si](C)(C)Cl, Cl, [Zn], c1ccncc1. Product: CCOC(=O)CC(O)(c1ccc2cc(C(=O)NC)ccc2c1)c1cn(C(c2ccccc2)(c2ccccc2)c2ccccc2)cn1. Reaction SMILES: [Br:6][CH2:7][C:8](=[O:9])[O:10][CH2:11][CH3:12].[CH2:60]1[O:61][CH2:62][CH2:63][CH2:64]1.[CH3:19][NH:20][C:21](=[O:22])[c:23]1[cH:24][c:25]2[cH:26][cH:27][c:28]([C:33](=[O:34])[c:35]3[n:36][cH:37][n:38]([C:40]([c:41]4[cH:42][cH:43][cH:44][cH:45][cH:46]4)([c:47]4[cH:48][cH:49][cH:50][cH:51][cH:52]4)[c:53]4[cH:54][cH:55][cH:56][cH:57][cH:58]4)[cH:39]3)[cH:29][c:30]2[cH:31][cH:32]1.[CH3:65][CH2:66][O:67][C:68](=[O:69])[CH3:70].[Cl:1][Si:2]([CH3:3])([CH3:4])[CH3:5].[ClH:59].[Zn:71].[cH:13]1[cH:14][cH:15][n:16][cH:17][cH:18]1>>[CH2:7]([C:8](=[O:9])[O:10][CH2:11][CH3:12])[C:33]([c:28]1[cH:27][cH:26][c:25]2[cH:24][c:23]([C:21]([NH:20][CH3:19])=[O:22])[cH:32][cH:31][c:30]2[cH:29]1)([OH:34])[c:35]1[n:36][cH:37][n:38]([C:40]([c:41]2[cH:42][cH:43][cH:44][cH:45][cH:46]2)([c:47]2[cH:48][cH:49][cH:50][cH:51][cH:52]2)[c:53]2[cH:54][cH:55][cH:56][cH:57][cH:58]2)[cH:39]1.